describe an organic reaction: reactants, conditions, products, and yield From a dataset of the Open Reaction Database (ORD), a public repository of structured organic reaction records. Reactants: ice, [OH-].[Na+] (NaOH), BrC1=CN=C2C(=CC=NC2=C1)O (7-bromo[1,5]naphthyridin-4-ol), [N+](=O)(O)[O-] (nitric acid). Reaction conditions: temperature 90 celsius. Yields the product BrC1=CN=C2C(=C(C=NC2=C1)[N+](=O)[O-])O (7-bromo-3-nitro[1,5]naphthyridin-4-ol). Reaction SMILES: [Br:1][C:2]1[CH:11]=[C:10]2[C:5]([C:6]([OH:12])=[CH:7][CH:8]=[N:9]2)=[N:4][CH:3]=1.[OH-].[Na+].[N+:15]([O-])([OH:17])=[O:16]>>[Br:1][C:2]1[CH:11]=[C:10]2[C:5]([C:6]([OH:12])=[C:7]([N+:15]([O-:17])=[O:16])[CH:8]=[N:9]2)=[N:4][CH:3]=1 |f:1.2|. Reported procedure: A mixture of 7-bromo[1,5]naphthyridin-4-ol (33 g, 0.147 mol) and fuming nitric acid (350 mL) was heated at reflux (90° C. internal reaction vessel temperature) for 3 hours. The reaction mixture was cooled to 50° C., poured over 1 L of ice and neutralized to pH 2-3 with a solution of 50% aqueous NaOH. The resulting precipitate was filtered, washed with water, and dried over vacuum for 3 days to yield 25.1 g of 7-bromo-3-nitro[1,5]naphthyridin-4-ol as a yellow crystalline solid.